Dataset: the Open Reaction Database (ORD), a public repository of structured organic reaction records. Task: describe an organic reaction: reactants, conditions, products, and yield The reactants are BrC=1C=2N(C(=CC1)Cl)N=CN2 (8-bromo-5-chloro-[1,2,4]triazolo[1,5-a]pyridine), NC1=CC=C(C(=O)NCC=2C=NC=CC2)C=C1 (4-Amino-N-pyridin-3-ylmethyl-benzamide), CC(C)([O-])C.[Na+] (sodium-tert-butoxide), CC1(C2=C(C(=CC=C2)P(C3=CC=CC=C3)C4=CC=CC=C4)OC5=C(C=CC=C51)P(C6=CC=CC=C6)C7=CC=CC=C7)C (Xantphos). Reagents/catalysts: C=1C=CC(=CC1)/C=C/C(=O)/C=C/C2=CC=CC=C2.C=1C=CC(=CC1)/C=C/C(=O)/C=C/C2=CC=CC=C2.C=1C=CC(=CC1)/C=C/C(=O)/C=C/C2=CC=CC=C2.[Pd].[Pd] (tris(dibenzylideneacetone)dipalladium). Solvent: O1CCOCC1 (dioxane). Product: ClC1=CC=C(C=2N1N=CN2)NC2=CC=C(C(=O)NCC=1C=NC=CC1)C=C2 (4-(5-Chloro-[1,2,4]-triazolo[1,5-a]pyridin-8-ylamino)-N-pyridin-3-ylmethyl-benzamide). Isolated yield 71.8%. Reaction SMILES: Br[C:2]1[C:3]2[N:4]([N:9]=[CH:10][N:11]=2)[C:5]([Cl:8])=[CH:6][CH:7]=1.[NH2:12][C:13]1[CH:28]=[CH:27][C:16]([C:17]([NH:19][CH2:20][C:21]2[CH:22]=[N:23][CH:24]=[CH:25][CH:26]=2)=[O:18])=[CH:15][CH:14]=1.CC(C)([O-])C.[Na+].CC1(C)C2C(=C(P(C3C=CC=CC=3)C3C=CC=CC=3)C=CC=2)OC2C(P(C3C=CC=CC=3)C3C=CC=CC=3)=CC=CC1=2>O1CCOCC1.C1C=CC(/C=C/C(/C=C/C2C=CC=CC=2)=O)=CC=1.C1C=CC(/C=C/C(/C=C/C2C=CC=CC=2)=O)=CC=1.C1C=CC(/C=C/C(/C=C/C2C=CC=CC=2)=O)=CC=1.[Pd].[Pd]>[Cl:8][C:5]1[N:4]2[N:9]=[CH:10][N:11]=[C:3]2[C:2]([NH:12][C:13]2[CH:28]=[CH:27][C:16]([C:17]([NH:19][CH2:20][C:21]3[CH:22]=[N:23][CH:24]=[CH:25][CH:26]=3)=[O:18])=[CH:15][CH:14]=2)=[CH:7][CH:6]=1 |f:2.3,6.7.8.9.10|. Procedure details: A solution of 8-bromo-5-chloro-[1,2,4]triazolo[1,5-a]pyridine (100 mg, 0.43 mmol), 4-Amino-N-pyridin-3-ylmethyl-benzamide (108 mg, 0.48 mmol), sodium-tert-butoxide (58 mg, 0.6 mmol), tris(dibenzylideneacetone)dipalladium (0) (39 mg, 40 μmol) and Xantphos (50 mg, 90 μmol) in dioxane is degassed for one minute by nitrogen bubbling and then irradiated in a sealed tube in a microwave (CEM Explorer) under a nitrogen atmosphere for 30 minutes at 110° C. The solvent is evaporated and the crude is disso... Starting materials: ClC1=CC=C(C=C1)C=1C=CC=2N(C1)C(=CN2)C(=O)O (6-(4-chloro-phenyl)-imidazo[1,2-a]pyridine-3-carboxylic acid), ONC(=N)C=1SC(=CC1)S(N)(=O)=O (N-hydroxy-5-sulfamoyl-thiophene-2-carboxamidine). Yields the product ClC1=CC=C(C=C1)C=1C=CC=2N(C1)C(=CN2)C2=NC(=NO2)C2=CC=C(S2)S(=O)(=O)N (5-{5-[6-(4-Chloro-phenyl)-imidazo[1,2-a]pyridin-3-yl]-[1,2,4]oxadiazol-3-yl}-thiophene-2-sulfonic Acid Amide). As a reaction SMILES: [Cl:1][C:2]1[CH:7]=[CH:6][C:5]([C:8]2[CH:9]=[CH:10][C:11]3[N:12]([C:14]([C:17]([OH:19])=O)=[CH:15][N:16]=3)[CH:13]=2)=[CH:4][CH:3]=1.O[NH:21][C:22]([C:24]1[S:25][C:26]([S:29](=[O:32])(=[O:31])[NH2:30])=[CH:27][CH:28]=1)=[NH:23]>>[Cl:1][C:2]1[CH:3]=[CH:4][C:5]([C:8]2[CH:9]=[CH:10][C:11]3[N:12]([C:14]([C:17]4[O:19][N:23]=[C:22]([C:24]5[S:25][C:26]([S:29]([NH2:30])(=[O:32])=[O:31])=[CH:27][CH:28]=5)[N:21]=4)=[CH:15][N:16]=3)[CH:13]=2)=[CH:6][CH:7]=1. Procedure details: The title compound was prepared from 6-(4-chloro-phenyl)-imidazo[1,2-a]pyridine-3-carboxylic acid (example C.36) (136 mg, 0.5 mmol) and N-hydroxy-5-sulfamoyl-thiophene-2-carboxamidine (example B.2) (166 mg, 0.75 mmol) according to general procedure II. Obtained after trituration with water and further purification by crystallization (heptane/diethyl ether) as an off-white solid (160 mg, 70%). MS (ISP) 458.2 [(M+H)+]; mp 263° C. Starting materials: C(CCCCCCCCCCC)(=O)OCC=1C(OC(C1)O)=O (3-dodecoyloxymethyl-5-hydroxy-2(5H)-furanone), N1=CC=CC=C1 (pyridine), C(CCCCCCCCCCC)(=O)Cl (lauroyl chloride). The solvent is O1CCCC1 (tetrahydrofuran). Yields the product C(CCCCCCCCCCC)(=O)OC1C=C(C(O1)=O)COC(CCCCCCCCCCC)=O (5-Dodecoyloxy-3-dodecoyloxymethyl-2(5H)-furanone). As a reaction SMILES: [C:1]([O:14][CH2:15][C:16]1[C:17](=[O:22])[O:18][CH:19]([OH:21])[CH:20]=1)(=[O:13])[CH2:2][CH2:3][CH2:4][CH2:5][CH2:6][CH2:7][CH2:8][CH2:9][CH2:10][CH2:11][CH3:12].N1C=CC=CC=1.[C:29](Cl)(=[O:41])[CH2:30][CH2:31][CH2:32][CH2:33][CH2:34][CH2:35][CH2:36][CH2:37][CH2:38][CH2:39][CH3:40]>O1CCCC1>[C:29]([O:21][CH:19]1[O:18][C:17](=[O:22])[C:16]([CH2:15][O:14][C:1](=[O:13])[CH2:2][CH2:3][CH2:4][CH2:5][CH2:6][CH2:7][CH2:8][CH2:9][CH2:10][CH2:11][CH3:12])=[CH:20]1)(=[O:41])[CH2:30][CH2:31][CH2:32][CH2:33][CH2:34][CH2:35][CH2:36][CH2:37][CH2:38][CH2:39][CH3:40]. Procedure: To a stirred solution of 3-dodecoyloxymethyl-5-hydroxy-2(5H)-furanone (0.098 g., 0.313 mmol) and pyridine (0.026 g., 0.313 mmol) in 3 ml anhydrous tetrahydrofuran at 0° was added lauroyl chloride (0.082 g., 0.376 mmol). The solution was allowed to warm to room temperature, stirred until starting material was no longer visible by TLC, and partitioned between ethyl ether and a 5% ammonium chloride solution. The organic portion was washed twice with 5% sodium bicarbonate solution, twice with aqueou... RXN SMILES: [CH3:1][O:2][C:3]1[CH:8]=[CH:7][C:6]([C:9]2[O:10][C:11]3[CH:35]=[C:34]([O:36][CH3:37])[CH:33]=[CH:32][C:12]=3[C:13]=2[C:14]([C:16]2[CH:21]=[CH:20][C:19]([O:22][CH2:23][CH2:24][N:25]([CH:29]([CH3:31])[CH3:30])[CH:26]([CH3:28])[CH3:27])=[CH:18][CH:17]=2)=[O:15])=[CH:5][CH:4]=1>CO>[CH3:1][O:2][C:3]1[CH:8]=[CH:7][C:6]([C:9]2[O:10][C:11]3[CH:35]=[C:34]([O:36][CH3:37])[CH:33]=[CH:32][C:12]=3[C:13]=2[CH:14]([C:16]2[CH:21]=[CH:20][C:19]([O:22][CH2:23][CH2:24][N:25]([CH:29]([CH3:31])[CH3:30])[CH:26]([CH3:27])[CH3:28])=[CH:18][CH:17]=2)[OH:15])=[CH:5][CH:4]=1. Yields the product COC1=CC=C(C=C1)C=1OC2=C(C1C(O)C1=CC=C(C=C1)OCCN(C(C)C)C(C)C)C=CC(=C2)OC ([2-(4-Methoxyphenyl)-6-methoxybenzofuran-3-yl][4-[2-diisopropylaminoethoxy]phenyl]methanol). The reactants are COC1=CC=C(C=C1)C=1OC2=C(C1C(=O)C1=CC=C(C=C1)OCCN(C(C)C)C(C)C)C=CC(=C2)OC ([2-(4-methoxyphenyl)-6-methoxybenzofuran-3-yl][4-[2-diisopropylaminoethoxy]phenyl] methanone). Isolated yield 54.9%. Procedure: 1.5 g (3 mmol) of [2-(4-methoxyphenyl)-6-methoxybenzofuran-3-yl][4-[2-diisopropylaminoethoxy]phenyl] methanone was reduced to the carbinol by the method described in Example 1. This yielded 830 mg of the title compound as an oily solid. The solvent is CO (carbinol). The reactants are CC(=O)O[BH-](OC(C)=O)OC(C)=O, O=C([O-])O, C1CCOC1, CC(=O)O, Clc1ccc(OC2CCNCC2)cc1Cl, [Na+], [Na+], CCOC(=O)C1CCC(=O)CC1. The product is CCOC(=O)C1CCC(N2CCC(Oc3ccc(Cl)c(Cl)c3)CC2)CC1. RXN SMILES: [C:28]([O:29][BH-:30]([O:31][C:32](=[O:33])[CH3:34])[O:35][C:36](=[O:37])[CH3:38])(=[O:39])[CH3:40].[C:42](=[O:43])([OH:44])[O-:45].[CH2:47]1[O:48][CH2:49][CH2:50][CH2:51]1.[CH3:52][C:53](=[O:54])[OH:55].[Cl:1][c:2]1[cH:3][c:4]([O:5][CH:6]2[CH2:7][CH2:8][NH:9][CH2:10][CH2:11]2)[cH:12][cH:13][c:14]1[Cl:15].[Na+:41].[Na+:46].[O:16]=[C:17]1[CH2:18][CH2:19][CH:20]([C:23](=[O:24])[O:25][CH2:26][CH3:27])[CH2:21][CH2:22]1>>[Cl:1][c:2]1[cH:3][c:4]([O:5][CH:6]2[CH2:7][CH2:8][N:9]([CH:17]3[CH2:18][CH2:19][CH:20]([C:23](=[O:24])[O:25][CH2:26][CH3:27])[CH2:21][CH2:22]3)[CH2:10][CH2:11]2)[cH:12][cH:13][c:14]1[Cl:15]. The reactants are CS(=O)(=O)c1ccc(C(COC(=O)OCCCCCCO[N+](=O)[O-])=C(CO)c2ccccc2)cc1, CC(C)(C)O, C1CCOC1, CC=C(C)C, [O-][Cl+][O-], ClCCl, [Na+], O=P(O)(O)O. The product is CS(=O)(=O)c1ccc(C(COC(=O)OCCCCCCO[N+](=O)[O-])=C(C(=O)O)c2ccccc2)cc1. RXN SMILES: [C:1]([O:2][CH2:3][C:4](=[C:5]([CH2:6][OH:7])[c:8]1[cH:9][cH:10][cH:11][cH:12][cH:13]1)[c:14]1[cH:15][cH:16][c:17]([S:20](=[O:21])(=[O:22])[CH3:23])[cH:18][cH:19]1)([O:24][CH2:25][CH2:26][CH2:27][CH2:28][CH2:29][CH2:30][O:31][N+:32](=[O:33])[O-:34])=[O:35].[C:58]([OH:59])([CH3:60])([CH3:61])[CH3:62].[CH2:53]1[O:54][CH2:55][CH2:56][CH2:57]1.[CH3:36][C:37](=[CH:38][CH3:39])[CH3:40].[Cl+:46]([O-:47])[O-:48].[Cl:50][CH2:51][Cl:52].[Na+:49].[P:41]([OH:42])(=[O:43])([OH:44])[OH:45]>>[C:1]([O:2][CH2:3][C:4](=[C:5]([C:6](=[O:7])[OH:42])[c:8]1[cH:9][cH:10][cH:11][cH:12][cH:13]1)[c:14]1[cH:15][cH:16][c:17]([S:20](=[O:21])(=[O:22])[CH3:23])[cH:18][cH:19]1)([O:24][CH2:25][CH2:26][CH2:27][CH2:28][CH2:29][CH2:30][O:31][N+:32](=[O:33])[O-:34])=[O:35]. Reactants: CC(=O)C (acetone), C([O-])([O-])=O.[Na+].[Na+] (sodium carbonate), Cl.C[C@](N)(CS)C(=O)N (2-methylcysteinamide hydrochloride). The reagents and catalysts are [Cl-].[Mn+2].[Cl-] (manganese chloride). Solvent: O (water). Conditions: temperature 40 celsius, time 24 hour. Yields the product CC1(SCC(N1)(C(=O)N)C)C (2,2,4-trimethylthiazolidine-4-carboxamide). RXN SMILES: Cl.[CH3:2][C@@:3]([C:7]([NH2:9])=[O:8])([CH2:5][SH:6])[NH2:4].[CH3:10][C:11]([CH3:13])=O.C(=O)([O-])[O-].[Na+].[Na+]>O.[Cl-].[Mn+2].[Cl-]>[CH3:10][C:11]1([CH3:13])[NH:4][C:3]([CH3:2])([C:7]([NH2:9])=[O:8])[CH2:5][S:6]1 |f:0.1,3.4.5,7.8.9|. Procedure: 10.0 g (0.06 mol) of 2-methylcysteinamide hydrochloride as a racemic body was dissolved in 300 ml of water, and the obtained solution was then placed in a 500-ml flask. Thereafter, an aqueous manganese chloride solution was added thereto, such that the concentration of divalent Mn ions became 10 ppm. Thereafter, intact cells corresponding to 1.0 g of dried cells were further added thereto. The mixture was stirred at 40° C. for 24 hours under nitrogen flow, so as to carry out hydrolysis. After co...